Dataset: the Open Reaction Database (ORD), a public repository of structured organic reaction records. Task: describe an organic reaction: reactants, conditions, products, and yield Reactants: F[B-](F)(F)F, CCOC(=O)C(Cc1ccc(OCC(=O)O)cc1)OCC, ClCCl, CCCCCCCNCc1cccc(OC)c1OC, CCN(C(C)C)C(C)C, CN(C)C(On1nnc2ccccc21)=[N+](C)C. Product: CCCCCCCN(Cc1cccc(OC)c1OC)C(=O)COc1ccc(CC(OCC)C(=O)OCC)cc1. Reaction SMILES: [B-:50]([F:51])([F:52])([F:53])[F:54].[CH2:20]([CH3:21])[O:22][CH:23]([CH2:24][c:25]1[cH:26][cH:27][c:28]([O:29][CH2:30][C:31](=[O:32])[OH:33])[cH:34][cH:35]1)[C:36](=[O:37])[O:38][CH2:39][CH3:40].[CH2:72]([Cl:73])[Cl:74].[CH3:1][O:2][c:3]1[c:4]([CH2:5][NH:6][CH2:7][CH2:8][CH2:9][CH2:10][CH2:11][CH2:12][CH3:13])[cH:14][cH:15][cH:16][c:17]1[O:18][CH3:19].[CH:41]([N:42]([CH2:43][CH3:44])[CH:45]([CH3:46])[CH3:47])([CH3:48])[CH3:49].[n:55]1([O:56][C:57]([N:58]([CH3:59])[CH3:60])=[N+:61]([CH3:62])[CH3:63])[c:64]2[cH:65][cH:66][cH:67][cH:68][c:69]2[n:70][n:71]1>>[CH3:1][O:2][c:3]1[c:4]([CH2:5][N:6]([CH2:7][CH2:8][CH2:9][CH2:10][CH2:11][CH2:12][CH3:13])[C:31]([CH2:30][O:29][c:28]2[cH:27][cH:26][c:25]([CH2:24][CH:23]([O:22][CH2:20][CH3:21])[C:36](=[O:37])[O:38][CH2:39][CH3:40])[cH:35][cH:34]2)=[O:32])[cH:14][cH:15][cH:16][c:17]1[O:18][CH3:19]. The reactants are N[C@@H](CC(N)=O)C(=O)N[C@@H](COC(C)(C)C)C(=O)N1[C@H](C(=O)N[C@@H](CCCNC(NS(=O)(=O)C2=C(C)C=C(OC)C(C)=C2C)=N)C(=O)NCC(=O)O)CCC1 (H-Asn-Ser(But)-Pro-Arg(Mtr)-Gly), N1[C@@H](CCC1=O)C(=O)O (pGlu-OH). Product: N1[C@@H](CCC1=O)C(=O)N[C@@H](CC(N)=O)C(=O)N[C@@H](COC(C)(C)C)C(=O)N1[C@H](C(=O)N[C@@H](CCCNC(NS(=O)(=O)C2=C(C)C=C(OC)C(C)=C2C)=N)C(=O)NCC(=O)O)CCC1 (pGlu-Asn-Ser(But)-Pro-Arg(Mtr)-Gly). As a reaction SMILES: [NH2:1][C@H:2]([C:7]([NH:9][C@H:10]([C:17]([N:19]1[CH2:55][CH2:54][CH2:53][C@H:20]1[C:21]([NH:23][C@H:24]([C:46]([NH:48][CH2:49][C:50]([OH:52])=[O:51])=[O:47])[CH2:25][CH2:26][CH2:27][NH:28][C:29](=[NH:45])[NH:30][S:31]([C:34]1[C:43]([CH3:44])=[C:41]([CH3:42])[C:38]([O:39][CH3:40])=[CH:37][C:35]=1[CH3:36])(=[O:33])=[O:32])=[O:22])=[O:18])[CH2:11][O:12][C:13]([CH3:16])([CH3:15])[CH3:14])=[O:8])[CH2:3][C:4](=[O:6])[NH2:5].[NH:56]1[C:60](=[O:61])[CH2:59][CH2:58][C@H:57]1[C:62](O)=[O:63]>>[NH:56]1[C:60](=[O:61])[CH2:59][CH2:58][C@H:57]1[C:62]([NH:1][C@H:2]([C:7]([NH:9][C@H:10]([C:17]([N:19]1[CH2:55][CH2:54][CH2:53][C@H:20]1[C:21]([NH:23][C@H:24]([C:46]([NH:48][CH2:49][C:50]([OH:52])=[O:51])=[O:47])[CH2:25][CH2:26][CH2:27][NH:28][C:29](=[NH:45])[NH:30][S:31]([C:34]1[C:43]([CH3:44])=[C:41]([CH3:42])[C:38]([O:39][CH3:40])=[CH:37][C:35]=1[CH3:36])(=[O:33])=[O:32])=[O:22])=[O:18])[CH2:11][O:12][C:13]([CH3:16])([CH3:15])[CH3:14])=[O:8])[CH2:3][C:4](=[O:6])[NH2:5])=[O:63]. Reported procedure: The coupling and Nα -deprotection processes were repeated in the same manner to prepare H-Asn-Ser(But)-Pro-Arg(Mtr)-Gly-resin, and then the coupling process using pGlu-OH were performed to obtain pGlu-Asn-Ser(But)-Pro-Arg(Mtr)-Gly-resin. After drying, the resin was stirred in TFA-anisole (10-1 ml) for 4 hours at room temperature. The resin was removed by filtration and was washed with TFA. Starting materials: CC(=O)Oc1ccc(Br)cc1C(=O)Nc1nc(C(C)(C)C)cs1, CCCCCC, CC(C)OC(C)C, Cl, [Na+], C1CCOC1, [OH-]. Yields the product CC(C)(C)c1csc(NC(=O)c2cc(Br)ccc2O)n1. Reaction SMILES: [C:1](=[O:2])([CH3:3])[O:4][c:5]1[c:6]([C:7](=[O:8])[NH:9][c:10]2[s:11][cH:12][c:13]([C:15]([CH3:16])([CH3:17])[CH3:18])[n:14]2)[cH:19][c:20]([Br:23])[cH:21][cH:22]1.[CH3:27][CH2:28][CH2:29][CH2:30][CH2:31][CH3:32].[CH:33]([O:34][CH:35]([CH3:36])[CH3:37])([CH3:38])[CH3:39].[ClH:26].[Na+:25].[O:40]1[CH2:41][CH2:42][CH2:43][CH2:44]1.[OH-:24]>>[OH:4][c:5]1[c:6]([C:7](=[O:8])[NH:9][c:10]2[s:11][cH:12][c:13]([C:15]([CH3:16])([CH3:17])[CH3:18])[n:14]2)[cH:19][c:20]([Br:23])[cH:21][cH:22]1. Reactants: FC=1C=C(C=CC1CC1=C(N=C(N(C1=O)C1=CC=C(C=C1)O)C)CCC)C=1C(=CC=CC1)C#N (3′-fluoro-4′-{[1-(4-hydroxyphenyl)-2-methyl-6-oxo-4-propyl-1,6-dihydropyrimidin-5-yl]methyl}biphenyl-2-carbonitrile), C(C)(=O)OC=C (vinyl acetate), C([O-])([O-])=O.[Na+].[Na+] (sodium carbonate), C1(=CC=CC=C1)C (toluene). Reagents/catalysts: C1/C=C\CC/C=C\C1.C1/C=C\CC/C=C\C1.[Cl-].[Cl-].[Ir].[Ir] (bis(1,5-cyclooctadiene)diiridium(I) dichloride). Run in C(C)(=O)OCC (ethyl acetate). Conditions: temperature 100 celsius, time 48 hour. Yields the product FC=1C=C(C=CC1CC1=C(N=C(N(C1=O)C1=CC=C(C=C1)OC=C)C)CCC)C=1C(=CC=CC1)C#N (3′-fluoro-4′-({2-methyl-6-oxo-4-propyl-1-[4-(vinyloxy)phenyl]-1,6-dihydropyrimidin-5-yl}methyl)biphenyl-2-carbonitrile). The yield is 75.0%. As a reaction SMILES: [F:1][C:2]1[CH:3]=[C:4]([C:27]2[C:28]([C:33]#[N:34])=[CH:29][CH:30]=[CH:31][CH:32]=2)[CH:5]=[CH:6][C:7]=1[CH2:8][C:9]1[C:14](=[O:15])[N:13]([C:16]2[CH:21]=[CH:20][C:19]([OH:22])=[CH:18][CH:17]=2)[C:12]([CH3:23])=[N:11][C:10]=1[CH2:24][CH2:25][CH3:26].[C:35](OC=C)(=O)[CH3:36].C(=O)([O-])[O-].[Na+].[Na+].C1(C)C=CC=CC=1>C(OCC)(=O)C.C1CC=CCCC=C1.C1CC=CCCC=C1.[Cl-].[Cl-].[Ir].[Ir]>[F:1][C:2]1[CH:3]=[C:4]([C:27]2[C:28]([C:33]#[N:34])=[CH:29][CH:30]=[CH:31][CH:32]=2)[CH:5]=[CH:6][C:7]=1[CH2:8][C:9]1[C:14](=[O:15])[N:13]([C:16]2[CH:21]=[CH:20][C:19]([O:22][CH:35]=[CH2:36])=[CH:18][CH:17]=2)[C:12]([CH3:23])=[N:11][C:10]=1[CH2:24][CH2:25][CH3:26] |f:2.3.4,7.8.9.10.11.12|. Reported procedure: A mixture of 3′-fluoro-4′-{[1-(4-hydroxyphenyl)-2-methyl-6-oxo-4-propyl-1,6-dihydropyrimidin-5-yl]methyl}biphenyl-2-carbonitrile (2 g), vinyl acetate (0.82 mL), sodium carbonate (0.28 g), bis(1,5-cyclooctadiene)diiridium(I) dichloride (0.02 g) and toluene (10 mL) were stirred at 100° C. for 48 hr. The reaction mixture was diluted with ethyl acetate, washed with water and then with saturated brine, and dried over anhydrous magnesium sulfate. The solvent was evaporated under reduced pressure and t...